Dataset: the Open Reaction Database (ORD), a public repository of structured organic reaction records. Task: describe an organic reaction: reactants, conditions, products, and yield Starting materials: platinum(S) charcoal, ClC=1C=CC(=C(CN2C(=CC(=C2)C)C(=O)OCC)C1)[N+](=O)[O-] (ethyl 1-(5-chloro-2-nitrobenzyl)-4-methyl-1H-pyrrole-2-carboxylate). The reagents and catalysts are [Br-].[Br-].[Zn+2] (zinc dibromide). Solvent: C(C)O (ethanol). Yields the product NC1=C(CN2C(=CC(=C2)C)C(=O)OCC)C=C(C=C1)Cl (ethyl 1-(2-amino-5-chlorobenzyl)-4-methyl-1H-pyrrole-2-carboxylate). As a reaction SMILES: [Cl:1][C:2]1[CH:3]=[CH:4][C:5]([N+:20]([O-])=O)=[C:6]([CH:19]=1)[CH2:7][N:8]1[CH:12]=[C:11]([CH3:13])[CH:10]=[C:9]1[C:14]([O:16][CH2:17][CH3:18])=[O:15]>[Br-].[Br-].[Zn+2].C(O)C>[NH2:20][C:5]1[CH:4]=[CH:3][C:2]([Cl:1])=[CH:19][C:6]=1[CH2:7][N:8]1[CH:12]=[C:11]([CH3:13])[CH:10]=[C:9]1[C:14]([O:16][CH2:17][CH3:18])=[O:15] |f:1.2.3|. Procedure: Charge 5% platinum(S)/charcoal (2.5 g), and ethyl 1-(5-chloro-2-nitrobenzyl)-4-methyl-1H-pyrrole-2-carboxylate (16.0 g, 49.57 mmoles) to a 500 mL Parr bottle. Add ethanol (200 mL) then zinc dibromide (0.22 equiv; 2.46 g, 10.91 mmoles) and place the mixture under hydrogen at 275.8 kPa and hydrogenate at room temperature overnight, monitoring formation of a partially hydrogenated intermediate. Remove the Parr bottle, heat gently in a water bath to dissolve the crystallized material, and filter thr... Reactants: BrC=1C(=C(C=O)C=CC1)F (3-bromo-2-fluorobenzaldehyde), [BH4-].[Na+] (sodium borohydride). Solvent: CO (methanol). Conditions: time 2 hour. Product: BrC=1C(=C(C=CC1)CO)F ((3-Bromo-2-fluorophenyl)methanol). The yield is 77.2%. Reaction SMILES: [Br:1][C:2]1[C:3]([F:10])=[C:4]([CH:7]=[CH:8][CH:9]=1)[CH:5]=[O:6].[BH4-].[Na+]>CO>[Br:1][C:2]1[C:3]([F:10])=[C:4]([CH2:5][OH:6])[CH:7]=[CH:8][CH:9]=1 |f:1.2|. Reported procedure: 2.00 g of 3-bromo-2-fluorobenzaldehyde are dissolved in 98 ml of methanol; 560 mg of sodium borohydride are added portionwise thereto. The mixture is stirred at ambient temperature for 2 hours and then the solvent is evaporated under reduced pressure. The residue is taken up between water and ethyl acetate and the organic phase is separated, dried and concentrated under reduced pressure. The residue is purified by chromatography on silica gel, elution being carried out with a dichloromethane/met... The reactants are O=C([O-])[O-], CCCI, CN(C)C=O, [K+], [K+], COC(=O)c1ccccc1O. The product is CCCOc1ccccc1C(=O)OC. Reaction SMILES: [C:12](=[O:13])([O-:14])[O-:15].[CH2:18]([CH2:19][CH3:20])[I:21].[CH3:22][N:23]([CH3:24])[CH:25]=[O:26].[K+:16].[K+:17].[OH:1][c:2]1[c:3]([C:4](=[O:5])[O:6][CH3:7])[cH:8][cH:9][cH:10][cH:11]1>>[O:1]([c:2]1[c:3]([C:4](=[O:5])[O:6][CH3:7])[cH:8][cH:9][cH:10][cH:11]1)[CH2:18][CH2:19][CH3:20]. Starting materials: C1(C=CC(C2=CC=CC=C12)=O)=O (1,4-naphthoquinone), C(C)(=O)OC=CC=C (1-acetoxybutadiene), C1(C=CC(C2=CC=CC=C12)=O)=O (1,4-naphthoquinone), C(C)(=O)OC=CC=C (1-acetoxybutadiene). Solvent: C(C)(=O)O (acetic acid). Product: C1(C=CC(C2=CC=CC=C12)=O)=O (1,4-naphthoquinone), C(C)(=O)OC=CC=C (1-acetoxybutadiene), C(C)(=O)OC1C=CCC2C(C3=CC=CC=C3C(C12)=O)=O (1-acetoxy-1,4,4a,9a-tetrahydroanthraquinone). Reaction SMILES: [C:1]1(=[O:12])[C:10]2[C:5](=[CH:6][CH:7]=[CH:8][CH:9]=2)[C:4](=[O:11])[CH:3]=[CH:2]1.[C:13]([O:16][CH:17]=[CH:18][CH:19]=[CH2:20])(=[O:15])[CH3:14]>C(O)(=O)C>[C:4]1(=[O:11])[C:5]2[C:10](=[CH:9][CH:8]=[CH:7][CH:6]=2)[C:1](=[O:12])[CH:2]=[CH:3]1.[C:13]([O:16][CH:17]=[CH:18][CH:19]=[CH2:20])(=[O:15])[CH3:14].[C:13]([O:16][CH:17]1[CH:2]2[CH:3]([C:4](=[O:11])[C:5]3[C:10]([C:1]2=[O:12])=[CH:9][CH:8]=[CH:7][CH:6]=3)[CH2:20][CH:19]=[CH:18]1)(=[O:15])[CH3:14]. Procedure details: It is known from German Pat. No. 739,438, to obtain anthraquinone by reaction of 1,4-naphthoquinone with excess 1-acetoxybutadiene at the reflux temperature. However, the yield is only 57% of theory. Furthermore it is known, from Liebig's Ann. Chem. volume 568 (1950), page 28, to warm 1,4-naphthoquinone with excess 1-acetoxybutadiene in acetic acid, separate off the resulting anthraquinone (19% of theory), isolate from the reaction solution the addition product first formed from 1,4-naphthoquino... Reactants: CC(=O)OC(C)=O, CC(C)c1cc2ccccn2n1, O, O=S(=O)(O)O. Product: CC(=O)c1c(C(C)C)nn2ccccc12. Reaction SMILES: [CH3:13][C:14](=[O:15])[O:16][C:17](=[O:18])[CH3:19].[CH:1]([CH3:2])([CH3:3])[c:4]1[n:5][n:6]2[c:7]([cH:8][cH:9][cH:10][cH:11]2)[cH:12]1.[OH2:25].[S:20](=[O:21])(=[O:22])([OH:23])[OH:24]>>[CH:1]([CH3:2])([CH3:3])[c:4]1[n:5][n:6]2[c:7]([cH:8][cH:9][cH:10][cH:11]2)[c:12]1[C:14]([CH3:13])=[O:15]. The reactants are C(O)([O-])=O.[Na+] (sodium hydrogen carbonate), C(C1=CC=CC=C1)=O (benzaldehyde), C(C)(=O)O[BH-](OC(C)=O)OC(C)=O.[Na+] (sodium triacetoxyborohydride), C(C)(C)(C)OC(N[C@@H](C)C1=CC=C(C=C1)C(CNC)=O)=O (tert-butyl{(1S)-1-[4-(N-methylglycyl)phenyl]ethyl}carbamate). The solvent is C(Cl)(Cl)Cl (chloroform). Run at time 8 hour. The product is C(C)(C)(C)OC(N[C@@H](C)C1=CC=C(C=C1)C(CN(C)CC1=CC=CC=C1)=O)=O (tert-butyl{(1S)-1-[4-(N-benzyl-N-methylglycyl)phenyl]ethyl}carbamate). As a reaction SMILES: [C:1]([O:5][C:6](=[O:21])[NH:7][C@H:8]([C:10]1[CH:15]=[CH:14][C:13]([C:16](=[O:20])[CH2:17][NH:18][CH3:19])=[CH:12][CH:11]=1)[CH3:9])([CH3:4])([CH3:3])[CH3:2].[CH:22](=O)[C:23]1[CH:28]=[CH:27][CH:26]=[CH:25][CH:24]=1.C(O[BH-](OC(=O)C)OC(=O)C)(=O)C.[Na+].C(=O)([O-])O.[Na+]>C(Cl)(Cl)Cl>[C:1]([O:5][C:6](=[O:21])[NH:7][C@H:8]([C:10]1[CH:11]=[CH:12][C:13]([C:16](=[O:20])[CH2:17][N:18]([CH2:22][C:23]2[CH:28]=[CH:27][CH:26]=[CH:25][CH:24]=2)[CH3:19])=[CH:14][CH:15]=1)[CH3:9])([CH3:2])([CH3:4])[CH3:3] |f:2.3,4.5|. Reported procedure: The compound [2-3] was dissolved in 3 mL of chloroform, and 76 μL of benzaldehyde and 158 mg of sodium triacetoxyborohydride were added thereto. After an overnight stirring at room temperature, to the mixture was added a saturated aqueous solution of sodium hydrogen carbonate, and the mixture was extracted with a mixed solvent of chloroform and methanol (mixing ratio: 9/1). The resulting organic layer was washed with saturated brine, and then dried over anhydrous sodium sulfate. The insolubles w... The reactants are C1CNCCN1, Cc1ccccc1, [I-], [K+], [Na+], [Na+], O=C([O-])[O-], BrC(c1ccccc1)c1ccccc1. The product is c1ccc(C(c2ccccc2)N2CCNCC2)cc1. As a reaction SMILES: [CH2:15]1[CH2:16][NH:17][CH2:18][CH2:19][NH:20]1.[CH3:29][c:30]1[cH:31][cH:32][cH:33][cH:34][cH:35]1.[I-:22].[K+:21].[Na+:23].[Na+:24].[O-:25][C:26](=[O:27])[O-:28].[c:1]1([CH:7]([c:8]2[cH:9][cH:10][cH:11][cH:12][cH:13]2)[Br:14])[cH:2][cH:3][cH:4][cH:5][cH:6]1>>[c:1]1([CH:7]([c:8]2[cH:9][cH:10][cH:11][cH:12][cH:13]2)[N:17]2[CH2:16][CH2:15][NH:20][CH2:19][CH2:18]2)[cH:2][cH:3][cH:4][cH:5][cH:6]1. The reactants are CCO, CCN(C(C)C)C(C)C, Cn1ncc([N+](=O)[O-])c1Cl, CC(C)(C)OC(=O)NC1CCNCCC1F. The product is Cn1ncc([N+](=O)[O-])c1N1CCC(F)C(NC(=O)OC(C)(C)C)CC1. RXN SMILES: [CH3:36][CH2:37][OH:38].[CH:17]([N:18]([CH2:19][CH3:20])[CH:21]([CH3:22])[CH3:23])([CH3:24])[CH3:25].[Cl:26][c:27]1[c:28]([N+:33](=[O:34])[O-:35])[cH:29][n:30][n:31]1[CH3:32].[F:1][CH:2]1[CH:3]([NH:9][C:10]([O:11][C:12]([CH3:13])([CH3:14])[CH3:15])=[O:16])[CH2:4][CH2:5][NH:6][CH2:7][CH2:8]1>>[F:1][CH:2]1[CH:3]([NH:9][C:10]([O:11][C:12]([CH3:13])([CH3:14])[CH3:15])=[O:16])[CH2:4][CH2:5][N:6]([c:27]2[c:28]([N+:33](=[O:34])[O-:35])[cH:29][n:30][n:31]2[CH3:32])[CH2:7][CH2:8]1. The reactants are CC1(C(C(C2=C(O1)C=C(C(=C2)N)[N+](=O)[O-])N2CCCC2)O)C (3,4-dihydro-2,2-dimethyl-3-hydroxy-4-(1-pyrrolidinyl)-6-amino-7-nitro-2H-benzo[b]pyran), [H][H] (hydrogen). Yields the product CC1(C(C(C2=C(O1)C=C(C(=C2)N)N)N2CCCC2)O)C (3,4-dihydro-2,2-dimethyl-3-hydroxy-4-(1-pyrrolidinyl)-6,7-diamino-2H-benzo[b]pyran). The solvent is C(C)O (ethanol). The yield is 94.3%. Reaction SMILES: [CH3:1][C:2]1([CH3:22])[O:7][C:6]2[CH:8]=[C:9]([N+:13]([O-])=O)[C:10]([NH2:12])=[CH:11][C:5]=2[CH:4]([N:16]2[CH2:20][CH2:19][CH2:18][CH2:17]2)[CH:3]1[OH:21].[H][H]>C(O)C.[C].[Pd]>[CH3:1][C:2]1([CH3:22])[O:7][C:6]2[CH:8]=[C:9]([NH2:13])[C:10]([NH2:12])=[CH:11][C:5]=2[CH:4]([N:16]2[CH2:20][CH2:19][CH2:18][CH2:17]2)[CH:3]1[OH:21] |f:3.4|. Reported procedure: 0.20 g (0.65 mmol) of 3,4-dihydro-2,2-dimethyl-3-hydroxy-4-(1-pyrrolidinyl)-6-amino-7-nitro-2H-benzo[b]pyran were dissolved in 34.9 g of ethanol and hydrogen gas was blown in the presence of 0.15 g of 5% palladium-carbon, as a catalyst, at room temperature for 3 hours under one atmospheric pressure while stirring. The reaction liquid was filtered under suction to remove the catalyst therefrom, and the solvent was distilled off to obtain 170 mg (yield: 94%) of 3,4-dihydro-2,2-dimethyl-3-hydroxy-4... The reagents and catalysts are [C].[Pd] (palladium-carbon). The reactants are FC1=C(C(=C(C(=C1F)C(F)(F)F)F)F)NN (2,3,5,6-tetrafluoro-4-trifluoromethylphenylhydrazine), C(#N)C(C(=O)OCC)=COCC (ethyl 2-cyano-3-ethoxyacrylate), C(C)OCC.CCCCC (diethyl ether n-pentane). Solvent: C(C)O (ethanol). The product is NC1=C(C=NN1C1=C(C(=C(C(=C1F)F)C(F)(F)F)F)F)C(=O)OCC (ethyl 5-amino-1-(2,3,5,6-tetrafluoro-4-trifluoromethylphenyl)pyrazol-4-ylcarboxylate). The yield is 8.7%. As a reaction SMILES: [F:1][C:2]1[C:7]([F:8])=[C:6]([C:9]([F:12])([F:11])[F:10])[C:5]([F:13])=[C:4]([F:14])[C:3]=1[NH:15][NH2:16].[C:17]([C:19](=[CH:25]OCC)[C:20]([O:22][CH2:23][CH3:24])=[O:21])#[N:18].C(OCC)C.CCCCC>C(O)C>[NH2:18][C:17]1[N:15]([C:3]2[C:2]([F:1])=[C:7]([F:8])[C:6]([C:9]([F:12])([F:11])[F:10])=[C:5]([F:13])[C:4]=2[F:14])[N:16]=[CH:25][C:19]=1[C:20]([O:22][CH2:23][CH3:24])=[O:21] |f:2.3|. Procedure: To a stirred solution of 15.7 grams (0.634 mole) of 2,3,5,6-tetrafluoro-4-trifluoromethylphenylhydrazine in 40 mL of anhydrous ethanol was added 10.7 grams (0.634 mole) of ethyl 2-cyano-3-ethoxyacrylate. The reaction mixture was heated at reflux for 21 hours, then cooled, and the solvent was removed by distillation under reduced pressure, leaving a residue. This residue was suspended in 80 mL of a 50:50 mixture of diethyl ether/n-pentane. A solid formed and was removed by filtration to yield 20....